Dataset: the Open Reaction Database (ORD), a public repository of structured organic reaction records. Task: describe an organic reaction: reactants, conditions, products, and yield Reactants: FC=1C=C(C=CC1OC1=C2C(=NC=C1)N(CC2)S(=O)(=O)C2=CC=C(C=C2)C)NS(=O)(=O)C2=CC=C(C=C2)C (N-[3-fluoro-4-({1-[(4-methylphenyl)sulfonyl]-2,3-dihydro-1H-pyrrolo[2,3-b]pyridin-4-yl}oxy)phenyl]-4-methylphenylsulfonamide), [OH-].[Na+] (sodium hydroxide). Run in S(O)(O)(=O)=O (sulfuric acid). Reaction conditions: time 8 hour. Yields the product N1CCC=2C1=NC=CC2OC2=C(C=C(C=C2)N)F ([4-(2,3-Dihydro-1H-pyrrolo[2,3-b]pyridin-4-yloxy)-3-fluorophenyl]amine). Reaction SMILES: [F:1][C:2]1[CH:3]=[C:4]([NH:28]S(C2C=CC(C)=CC=2)(=O)=O)[CH:5]=[CH:6][C:7]=1[O:8][C:9]1[CH:14]=[CH:13][N:12]=[C:11]2[N:15](S(C3C=CC(C)=CC=3)(=O)=O)[CH2:16][CH2:17][C:10]=12.[OH-].[Na+]>S(=O)(=O)(O)O>[NH:15]1[C:11]2=[N:12][CH:13]=[CH:14][C:9]([O:8][C:7]3[CH:6]=[CH:5][C:4]([NH2:28])=[CH:3][C:2]=3[F:1])=[C:10]2[CH2:17][CH2:16]1 |f:1.2|. Procedure details: 50 mg (0.09 mmol) of N-[3-fluoro-4-({1-[(4-methylphenyl)sulfonyl]-2,3-dihydro-1H-pyrrolo[2,3-b]pyridin-4-yl}oxy)phenyl]-4-methylphenylsulfonamide (from example XLV) are dissolved in 1.00 ml of sulfuric acid (95%) and stirred at RT overnight. With ice-cooling, the reaction solution is neutralized with 20% strength aqueous sodium hydroxide solution, and the mixture is extracted three times with ethyl acetate. The organic phase is dried over anhydrous magnesium sulfate and concentrated. Starting materials: COc1ccccc1CN, O=S(=O)(Nc1cccc2nc(Cl)ccc12)c1ccc(F)cc1. Product: COc1ccccc1CNc1ccc2c(NS(=O)(=O)c3ccc(F)cc3)cccc2n1. RXN SMILES: [CH3:23][O:24][c:25]1[c:26]([CH2:27][NH2:28])[cH:29][cH:30][cH:31][cH:32]1.[Cl:1][c:2]1[n:3][c:4]2[cH:5][cH:6][cH:7][c:8]([NH:12][S:13](=[O:14])(=[O:15])[c:16]3[cH:17][cH:18][c:19]([F:22])[cH:20][cH:21]3)[c:9]2[cH:10][cH:11]1>>[c:2]1([NH:28][CH2:27][c:26]2[c:25]([O:24][CH3:23])[cH:32][cH:31][cH:30][cH:29]2)[n:3][c:4]2[cH:5][cH:6][cH:7][c:8]([NH:12][S:13](=[O:14])(=[O:15])[c:16]3[cH:17][cH:18][c:19]([F:22])[cH:20][cH:21]3)[c:9]2[cH:10][cH:11]1. Product: C1(=CC=CC=C1)CCCCOC(=O)N1CC2=C(CC1)OC=C2 (5-(4-phenylbutoxycarbonyl)-4,5,6,7-tetrahydrofuro[3,2-c]pyridine), C1(=CC=CC=C1)O (phenol). Solvent: N1=CC=CC=C1 (pyridine). Procedure details: A solution of 0.220 g (1.378 mmol) of 4,5,6,7-tetrahydrofuro[3,2-c]pyridine hydrochloride and 0.56 g (2.1 mmol) of phenyl 4-phenylbutyl carbonate in 10 ml of pyridine was stirred at 100° C. overnight. The reaction mixture was poured into aqueous sodium hydroxide and extracted with ethyl acetate 3 times. The combined organic layer was dried over anhydrous magnesium sulfate; the solvent was distilled off under reduced pressure. The resulting crude product was purified by silica gel column chromato... Starting materials: Cl.O1C=CC=2CNCCC21 (4,5,6,7-tetrahydrofuro[3,2-c]pyridine hydrochloride), C(OC1=CC=CC=C1)(OCCCCC1=CC=CC=C1)=O (phenyl 4-phenylbutyl carbonate), [OH-].[Na+] (sodium hydroxide). As a reaction SMILES: Cl.[O:2]1[C:10]2[CH2:9][CH2:8][NH:7][CH2:6][C:5]=2[CH:4]=[CH:3]1.[C:11](=O)([O:19][CH2:20][CH2:21][CH2:22][CH2:23][C:24]1[CH:29]=[CH:28][CH:27]=[CH:26][CH:25]=1)[O:12][C:13]1[CH:18]=[CH:17][CH:16]=[CH:15][CH:14]=1.[OH-].[Na+]>N1C=CC=CC=1>[C:24]1([CH2:23][CH2:22][CH2:21][CH2:20][O:19][C:11]([N:7]2[CH2:8][CH2:9][C:10]3[O:2][CH:3]=[CH:4][C:5]=3[CH2:6]2)=[O:12])[CH:29]=[CH:28][CH:27]=[CH:26][CH:25]=1.[C:13]1([OH:12])[CH:18]=[CH:17][CH:16]=[CH:15][CH:14]=1 |f:0.1,3.4|. Reactants: CN([C@H]1[C@@H](CCCC1)[NH-])C (trans-2-(dimethylamino)cyclohexylamide), FC(C=1C=C(C(=O)Cl)C=CC1)(F)F (3-trifluoromethylbenzoyl chloride), C1(=CC=C(C=C1)S(=O)(=O)O)C (p-toluenesulfonic acid). The solvent is CCOCC (ether). Yields the product C1(=CC=C(C=C1)S(=O)(=O)O)C.CN([C@H]1[C@@H](CCCC1)NC(C1=CC(=CC=C1)C(F)(F)F)=O)C (trans-N-[2-(dimethylamino)cyclohexyl]-m-trifluoromethylbenzamide p-toluenesulfonate). Isolated yield 47.0%. As a reaction SMILES: [CH3:1][N:2]([CH3:10])[C@@H:3]1[CH2:8][CH2:7][CH2:6][CH2:5][C@H:4]1[NH-:9].[F:11][C:12]([F:23])([F:22])[C:13]1[CH:14]=[C:15]([CH:19]=[CH:20][CH:21]=1)[C:16](Cl)=[O:17].[C:24]1([CH3:34])[CH:29]=[CH:28][C:27]([S:30]([OH:33])(=[O:32])=[O:31])=[CH:26][CH:25]=1>CCOCC>[C:24]1([CH3:34])[CH:25]=[CH:26][C:27]([S:30]([OH:33])(=[O:31])=[O:32])=[CH:28][CH:29]=1.[CH3:1][N:2]([CH3:10])[C@@H:3]1[CH2:8][CH2:7][CH2:6][CH2:5][C@H:4]1[NH:9][C:16](=[O:17])[C:15]1[CH:19]=[CH:20][CH:21]=[C:13]([C:12]([F:11])([F:22])[F:23])[CH:14]=1 |f:4.5|. Procedure: This titled amide was prepared by general procedure B from trans-2-(dimethylamino)cyclohexylamide and 3-trifluoromethylbenzoyl chloride. The crude oil was converted to the salt with 1 mole of p-toluenesulfonic acid in ether, and was crystallized from MeOH-ether, 47% yield, colorless plates, m.p. 208°-209°. uv λmax 222 nm (ε 22,150); sh 227 (17,900); sh 259 (1,550); sh 266 (1,100); sh 274 (566). ir NH/N+H 3280, 3040; C=O 1660; C=C/amide II 1615, 1595, 1550, 1495; CF3 /SO3 /CN 1335, 1320, 1275, 12... The reactants are ClC1=C(C(=CC=C1)Cl)N=C=O (2,6-dichlorophenyl isocyanate), I.NC=1NCCCCN1 (2-amino-4,5,6,7-tetrahydro-1H-1,3-diazepine hydroiodide), [OH-].[Na+] (NaOH), [O-]S(=O)(=O)[O-].[Na+].[Na+] (Na2SO4), 2-PrOH, C(=O)=O (dry ice). The solvent is C1CCOC1 (THF), C1CCOC1 (THF). Reaction conditions: time 1 hour. Yields the product O.Cl.ClC1=C(C(=CC=C1)Cl)NC(=O)NC=1NCCCCN1.ClC1=C(C(=CC=C1)Cl)NC(=O)NC=1NCCCCN1.Cl (N-(2,6-dichlorophenyl)-N'-(4,5,6,7-tetrahydro-1H-1,3-diazepin-2-yl)urea monohydrochloride hemihydrate). Reaction SMILES: I.[NH2:2][C:3]1[NH:4][CH2:5][CH2:6][CH2:7][CH2:8][N:9]=1.[OH-].[Na+].[O-:12]S([O-])(=O)=O.[Na+].[Na+].C(=O)=O.[Cl:22][C:23]1[CH:28]=[CH:27][CH:26]=[C:25]([Cl:29])[C:24]=1[N:30]=[C:31]=[O:32]>C1COCC1>[OH2:12].[ClH:22].[Cl:22][C:23]1[CH:28]=[CH:27][CH:26]=[C:25]([Cl:29])[C:24]=1[NH:30][C:31]([NH:2][C:3]1[NH:9][CH2:8][CH2:7][CH2:6][CH2:5][N:4]=1)=[O:32].[Cl:22][C:23]1[CH:28]=[CH:27][CH:26]=[C:25]([Cl:29])[C:24]=1[NH:30][C:31]([NH:2][C:3]1[NH:9][CH2:8][CH2:7][CH2:6][CH2:5][N:4]=1)=[O:32].[ClH:22] |f:0.1,2.3,4.5.6,10.11.12.13.14|. Reported procedure: A 300-ml flask was charged with 12.1 g (0.05 mol) of 2-amino-4,5,6,7-tetrahydro-1H-1,3-diazepine hydroiodide 1), 10.0 g of 50% NaOH and 70 ml of THF. After stirring at room temperature for 1 hour, 10.0 g Na2SO4 was added and the mixture was stirred for an additional 1.5 hours. The reaction mixture was cooled to -30° C. (2-PrOH, dry ice) and a solution of 6.3 g (0.033 mol) of 2,6-dichlorophenyl isocyanate in 80 ml of THF was added over a period of 2 hours. At the end of addition, the reaction mix...